Dataset: the Open Reaction Database (ORD), a public repository of structured organic reaction records. Task: describe an organic reaction: reactants, conditions, products, and yield The reactants are ClC1=C(C=C(C=C1)CCC(=O)OC(C)(C)C)NC(C(C(C(F)(F)F)C)N1CCC(CC1)C)=O (tert-butyl 3-(4-chloro-3-{[4,4,4-trifluoro-3-methyl-2-(4-methylpiperidin-1-yl)butanoyl]amino}phenyl)propanoate), FC(C(=O)O)(F)F (trifluoroacetic acid). The solvent is ClCCl (dichloromethane). Reaction conditions: time 8 hour. The product is ClC1=C(C=C(C=C1)CCC(=O)O)NC(C(C(C(F)(F)F)C)N1CCC(CC1)C)=O (3-(4-Chloro-3-{[4,4,4-trifluoro-3-methyl-2-(4-methylpiperidin-1-yl)butanoyl]amino}phenyl)propanoic acid). Reaction SMILES: [Cl:1][C:2]1[CH:7]=[CH:6][C:5]([CH2:8][CH2:9][C:10]([O:12]C(C)(C)C)=[O:11])=[CH:4][C:3]=1[NH:17][C:18](=[O:33])[CH:19]([N:26]1[CH2:31][CH2:30][CH:29]([CH3:32])[CH2:28][CH2:27]1)[CH:20]([CH3:25])[C:21]([F:24])([F:23])[F:22].FC(F)(F)C(O)=O>ClCCl>[Cl:1][C:2]1[CH:7]=[CH:6][C:5]([CH2:8][CH2:9][C:10]([OH:12])=[O:11])=[CH:4][C:3]=1[NH:17][C:18](=[O:33])[CH:19]([N:26]1[CH2:27][CH2:28][CH:29]([CH3:32])[CH2:30][CH2:31]1)[CH:20]([CH3:25])[C:21]([F:24])([F:23])[F:22]. Reported procedure: 45.0 mg (0.092 mmol) of tert-butyl 3-(4-chloro-3-{[4,4,4-trifluoro-3-methyl-2-(4-methylpiperidin-1-yl)butanoyl]amino}phenyl)propanoate (racemic diastereomer mixture) were dissolved in 0.1 ml of dichloromethane, and 0.35 ml of trifluoroacetic acid was added at RT. The reaction mixture was stirred at RT overnight and then concentrated under reduced pressure. The crude product was purified by preparative RP-HPLC (mobile phase acetonitrile/water). This gave 39.0 mg of the target product as a diaster... Reactants: CC(C)Oc1ccc(-c2nnc(Br)s2)cc1Cl, CCc1c(C=COC)cccc1B1OC(C)(C)C(C)(C)O1, CN(C)C=O, [K+], [K+], [K+], O, O=P([O-])([O-])[O-], c1ccc(P(c2ccccc2)(c2ccccc2)[Pd](P(c2ccccc2)(c2ccccc2)c2ccccc2)(P(c2ccccc2)(c2ccccc2)c2ccccc2)P(c2ccccc2)(c2ccccc2)c2ccccc2)cc1. Product: CCc1c(C=COC)cccc1-c1nnc(-c2ccc(OC(C)C)c(Cl)c2)s1. RXN SMILES: [Br:1][c:2]1[s:3][c:4](-[c:7]2[cH:8][c:9]([Cl:17])[c:10]([O:13][CH:14]([CH3:15])[CH3:16])[cH:11][cH:12]2)[n:5][n:6]1.[CH2:18]([CH3:19])[c:20]1[c:21]([B:30]2[O:31][C:32]([CH3:33])([CH3:34])[C:35]([CH3:36])([CH3:37])[O:38]2)[cH:22][cH:23][cH:24][c:25]1[CH:26]=[CH:27][O:28][CH3:29].[CH3:47][N:48]([CH3:49])[CH:50]=[O:51].[K+:44].[K+:45].[K+:46].[OH2:52].[P:39]([O-:40])([O-:41])([O-:42])=[O:43].[cH:53]1[cH:54][cH:55][c:56]([P:57]([Pd:58]([P:59]([c:60]2[cH:61][cH:62][cH:63][cH:64][cH:65]2)([c:66]2[cH:67][cH:68][cH:69][cH:70][cH:71]2)[c:72]2[cH:73][cH:74][cH:75][cH:76][cH:77]2)([P:78]([c:79]2[cH:80][cH:81][cH:82][cH:83][cH:84]2)([c:85]2[cH:86][cH:87][cH:88][cH:89][cH:90]2)[c:91]2[cH:92][cH:93][cH:94][cH:95][cH:96]2)[P:97]([c:98]2[cH:99][cH:100][cH:101][cH:102][cH:103]2)([c:104]2[cH:105][cH:106][cH:107][cH:108][cH:109]2)[c:110]2[cH:111][cH:112][cH:113][cH:114][cH:115]2)([c:116]2[cH:117][cH:118][cH:119][cH:120][cH:121]2)[c:122]2[cH:123][cH:124][cH:125][cH:126][cH:127]2)[cH:128][cH:129]1>>[c:2]1(-[c:21]2[c:20]([CH2:18][CH3:19])[c:25]([CH:26]=[CH:27][O:28][CH3:29])[cH:24][cH:23][cH:22]2)[s:3][c:4](-[c:7]2[cH:8][c:9]([Cl:17])[c:10]([O:13][CH:14]([CH3:15])[CH3:16])[cH:11][cH:12]2)[n:5][n:6]1. The reactants are CC1C(C(CC1)C)O (2,5-dimethylcyclopentanol), C(C)(C)(C)OC(=O)NC1(CC1)C(=O)O (N-t-butoxycarbonyl-1-aminocyclopropanecarboxylic acid), C1(CCCCC1)N=C=NC1CCCCC1 (dicyclohexylcarbodiimide). Reagents/catalysts: CN(C1=CC=NC=C1)C (4-(dimethylamino)pyridine). Solvent: C(Cl)Cl (methylene chloride). Reaction conditions: time 8 hour. Product: C(C)(C)(C)OC(=O)NC1(CC1)C(=O)OC1C(CCC1C)C (2,5-Dimethylcyclopentyl N-t-butoxycarbonyl-1-aminocyclopropanecarboxylate). Reaction SMILES: [CH3:1][CH:2]1[CH2:6][CH2:5][CH:4]([CH3:7])[CH:3]1[OH:8].[C:9]([O:13][C:14]([NH:16][C:17]1([C:20](O)=[O:21])[CH2:19][CH2:18]1)=[O:15])([CH3:12])([CH3:11])[CH3:10].C1(N=C=NC2CCCCC2)CCCCC1>CN(C)C1C=CN=CC=1.C(Cl)Cl>[C:9]([O:13][C:14]([NH:16][C:17]1([C:20]([O:8][CH:3]2[CH:4]([CH3:7])[CH2:5][CH2:6][CH:2]2[CH3:1])=[O:21])[CH2:19][CH2:18]1)=[O:15])([CH3:12])([CH3:11])[CH3:10]. Procedure details: To a solution of 2,5-dimethylcyclopentanol (0.55 g), compound 1 (0.97 g), and 4-(dimethylamino)pyridine (0.06 g) in methylene chloride (100 ml) was added dicyclohexylcarbodiimide (1.09 g), and the resulting mixture was stirred overnight. The precipitated dicyclohexylurea was removed by filtration, and the filtrate was evaporated. Ethyl acetate was then added to the residue, and the mixture was filtered again. The filtrate was washed with 1M hydrochloric acid, saturated aqueous sodium bicarbonate...